Dataset: the Open Reaction Database (ORD), a public repository of structured organic reaction records. Task: describe an organic reaction: reactants, conditions, products, and yield Starting materials: B#B (diborane), B#B (diborane), CNC(C(C(OC1=C(C=CC=C1)[N+](=O)[O-])C1=CC=CC=C1)O)=O (N-methyl-2-hydroxy-3-phenyl-3-(2-nitro-phenoxy)-propionamide), Cl (HCl), Cl (hydrochloric acid), ethereal solution, amine, molar solution, CO (MeOH). Run in C1CCOC1 (THF), C(C)OCC (ethyl ether), C1CCOC1 (THF). Run at time 16 hour. Yields the product Cl.CNCC(C(C1=CC=CC=C1)OC1=C(C=CC=C1)[N+](=O)[O-])O (N-methyl-2-hydroxy-3-(2-nitro-phenoxy)-3-phenyl-propylamine. hydrochloride). Isolated yield 94.0%. Reaction SMILES: [CH3:1][NH:2][C:3](=O)[CH:4]([OH:22])[CH:5]([C:16]1[CH:21]=[CH:20][CH:19]=[CH:18][CH:17]=1)[O:6][C:7]1[CH:12]=[CH:11][CH:10]=[CH:9][C:8]=1[N+:13]([O-:15])=[O:14].B#B.CO.[ClH:28]>C1COCC1.C(OCC)C>[ClH:28].[CH3:1][NH:2][CH2:3][CH:4]([OH:22])[CH:5]([O:6][C:7]1[CH:12]=[CH:11][CH:10]=[CH:9][C:8]=1[N+:13]([O-:15])=[O:14])[C:16]1[CH:17]=[CH:18][CH:19]=[CH:20][CH:21]=1 |f:6.7|. Procedure details: 50.3 g of N-methyl-2-hydroxy-3-phenyl-3-(2-nitro-phenoxy)-propionamide dissolved in 1000 ml of anhydrous THF was reduced to amine by slowly adding at 8° C. 340 ml of a molar solution of diborane in THF. The whole was refluxed for 4 hours, cooled to room temperature, the excess of diborane was decomposed with MeOH and then, again at room temperature, dropwise addition was made of 400 ml of an ethereal solution of HCl. The whole was left to stand for 16 hours and then evaporated to dryness at redu... The reactants are O=[N+]([O-])c1ccc(Cl)nc1NC1CCC(O)CC1, O=C([O-])C(F)(F)F. Yields the product O=[N+]([O-])c1ccc(O)nc1NC1CCC(O)CC1. As a reaction SMILES: [Cl:1][c:2]1[cH:3][cH:4][c:5]([N+:16](=[O:17])[O-:18])[c:6]([NH:8][CH:9]2[CH2:10][CH2:11][CH:12]([OH:15])[CH2:13][CH2:14]2)[n:7]1.[O-:19][C:20]([C:21]([F:22])([F:23])[F:24])=[O:25]>>[c:2]1([OH:19])[cH:3][cH:4][c:5]([N+:16](=[O:17])[O-:18])[c:6]([NH:8][CH:9]2[CH2:10][CH2:11][CH:12]([OH:15])[CH2:13][CH2:14]2)[n:7]1. The reactants are OC1=CC=C(C=C1)C(C(=O)OC)C (methyl 4-hydroxyphenylpropanoate), C([O-])([O-])=O.[K+].[K+] (potassium carbonate), BrCC1CC1 ((bromomethyl)cyclopropane), Cl (HCl), solution, OC1=CC=C(C=C1)C(C(=O)OC)C (methyl 4-hydroxyphenylpropanoate), [OH-].[Na+] (NaOH), carboxylic acid. Solvent: CC(CC)=O (2-butanone). Conditions: time 8 hour. Yields the product C1(CC1)COC1=CC=C(C=C1)CCC(=O)O (3-[4-(cyclopropylmethoxy)phenyl]propanoic acid). Isolated yield 60.0%. As a reaction SMILES: [OH:1][C:2]1[CH:7]=[CH:6][C:5]([CH:8]([CH3:13])C(OC)=O)=[CH:4][CH:3]=1.[C:14](=[O:17])([O-])[O-:15].[K+].[K+].Br[CH2:21][CH:22]1[CH2:24][CH2:23]1.[OH-].[Na+].Cl>CC(=O)CC>[CH:22]1([CH2:21][O:1][C:2]2[CH:3]=[CH:4][C:5]([CH2:8][CH2:13][C:14]([OH:15])=[O:17])=[CH:6][CH:7]=2)[CH2:24][CH2:23]1 |f:1.2.3,5.6|. Reported procedure: To a stirred solution of methyl 4-hydroxyphenylpropanoate (2.41 g, 13.4 mmol) and potassium carbonate (2.76 g, 20 mmol) in 75 mL of 2-butanone at ambient temperature was added in one portion of (bromomethyl)cyclopropane (2.72 g, 20 mmol). The stirred reaction mixture was heated at reflux for 18 hr. HPLC revealed the disappearance of the starting material of methyl 4-hydroxyphenylpropanoate. The mixture was allowed to cool to ambient temperature. The solid was filtered off. The filter cake was wa... Starting materials: CC(=O)OC(C)=O, ClC(Cl)Cl, NC1CC(C(=O)N2CCCC2C(=O)NCC2CCCN(CC3CCCCC3)C2)N(C(=O)CC(c2ccccc2)(c2ccccc2)c2ccccc2)C1, c1ccncc1. Yields the product CC(=O)NC1CC(C(=O)N2CCCC2C(=O)NCC2CCCN(CC3CCCCC3)C2)N(C(=O)CC(c2ccccc2)(c2ccccc2)c2ccccc2)C1. RXN SMILES: [CH3:53][C:54](=[O:55])[O:56][C:57](=[O:58])[CH3:59].[CH:60]([Cl:61])([Cl:62])[Cl:63].[NH2:1][CH:2]1[CH2:3][CH:4]([C:29](=[O:30])[N:31]2[CH:32]([C:36](=[O:37])[NH:38][CH2:39][CH:40]3[CH2:41][N:42]([CH2:46][CH:47]4[CH2:48][CH2:49][CH2:50][CH2:51][CH2:52]4)[CH2:43][CH2:44][CH2:45]3)[CH2:33][CH2:34][CH2:35]2)[N:5]([C:7]([CH2:8][C:9]([c:10]2[cH:11][cH:12][cH:13][cH:14][cH:15]2)([c:16]2[cH:17][cH:18][cH:19][cH:20][cH:21]2)[c:22]2[cH:23][cH:24][cH:25][cH:26][cH:27]2)=[O:28])[CH2:6]1.[cH:64]1[cH:65][cH:66][n:67][cH:68][cH:69]1>>[NH:1]([CH:2]1[CH2:3][CH:4]([C:29](=[O:30])[N:31]2[CH:32]([C:36](=[O:37])[NH:38][CH2:39][CH:40]3[CH2:41][N:42]([CH2:46][CH:47]4[CH2:48][CH2:49][CH2:50][CH2:51][CH2:52]4)[CH2:43][CH2:44][CH2:45]3)[CH2:33][CH2:34][CH2:35]2)[N:5]([C:7]([CH2:8][C:9]([c:10]2[cH:11][cH:12][cH:13][cH:14][cH:15]2)([c:16]2[cH:17][cH:18][cH:19][cH:20][cH:21]2)[c:22]2[cH:23][cH:24][cH:25][cH:26][cH:27]2)=[O:28])[CH2:6]1)[C:54]([CH3:53])=[O:55]. Reactants: C(CC)/C=1/C(=O)OC(\C1)=O (propyl maleic anhydride), C(=CC)C1C(=O)OC(C1)=O (propenyl succinic anhydride). Reaction conditions: time 60 minute. The product is C(C=C)C1C(=O)OC(C1)=O (allyl succinic anhydride). Reaction SMILES: [CH2:1]([C:4]1[C:5]([O:7][C:8](=[O:10])[CH:9]=1)=[O:6])[CH2:2][CH3:3].C(C1CC(=O)OC1=O)=CC>>[CH2:1]([CH:4]1[CH2:9][C:8](=[O:10])[O:7][C:5]1=[O:6])[CH:2]=[CH2:3]. Procedure details: After 60 minutes, the reaction product was allowed to cool to room temperature, and gas chromatographic analysis of the product confirmed a product distribution of 34.7% propyl maleic anhydride and the balance propenyl succinic anhydride. Starting materials: Brc1cccc(CN2CCOCC2)n1, O=C([O-])[O-], [K+], [K+], NC(=O)c1nc(-c2ccc(Cl)cc2)sc1N, O=C(C=Cc1ccccc1)C=Cc1ccccc1, O=C(C=Cc1ccccc1)C=Cc1ccccc1, O=C(C=Cc1ccccc1)C=Cc1ccccc1, [Pd], [Pd]. The product is NC(=O)c1nc(-c2ccc(Cl)cc2)sc1Nc1cccc(CN2CCOCC2)n1. RXN SMILES: [Br:17][c:18]1[cH:19][cH:20][cH:21][c:22]([CH2:24][N:25]2[CH2:26][CH2:27][O:28][CH2:29][CH2:30]2)[n:23]1.[C:31](=[O:32])([O-:33])[O-:34].[K+:35].[K+:36].[NH2:1][c:2]1[c:3]([C:14](=[O:15])[NH2:16])[n:4][c:5](-[c:7]2[cH:8][cH:9][c:10]([Cl:13])[cH:11][cH:12]2)[s:6]1.[O:39]=[C:40]([CH:41]=[CH:42][c:43]1[cH:44][cH:45][cH:46][cH:47][cH:48]1)[CH:49]=[CH:50][c:51]1[cH:52][cH:53][cH:54][cH:55][cH:56]1.[O:57]=[C:58]([CH:59]=[CH:60][c:61]1[cH:62][cH:63][cH:64][cH:65][cH:66]1)[CH:67]=[CH:68][c:69]1[cH:70][cH:71][cH:72][cH:73][cH:74]1.[O:75]=[C:76]([CH:77]=[CH:78][c:79]1[cH:80][cH:81][cH:82][cH:83][cH:84]1)[CH:85]=[CH:86][c:87]1[cH:88][cH:89][cH:90][cH:91][cH:92]1.[Pd:37].[Pd:38]>>[NH:1]([c:2]1[c:3]([C:14](=[O:15])[NH2:16])[n:4][c:5](-[c:7]2[cH:8][cH:9][c:10]([Cl:13])[cH:11][cH:12]2)[s:6]1)[c:18]1[cH:19][cH:20][cH:21][c:22]([CH2:24][N:25]2[CH2:26][CH2:27][O:28][CH2:29][CH2:30]2)[n:23]1.